describe an organic reaction: reactants, conditions, products, and yield From a dataset of the Open Reaction Database (ORD), a public repository of structured organic reaction records. The reactants are FC1=C(C=CC=C1)CC(=O)C1=CC=NC=C1 (2-(2-fluoro-phenyl)-1-pyridin-4-yl-ethanone), Cl.O(C)N (methoxylamine hydrochloride), oxime. Reagents/catalysts: [Pd] (Pd/C). The solvent is FC(C(=O)O)(F)F (trifluoroacetic acid). Reaction conditions: time 14 hour. Yields the product oxime, FC1=C(C=CC=C1)CC(C1=CC=NC=C1)N (2-(2-Fluoro-phenyl)-1-pyridin-4-yl-ethylamine). RXN SMILES: [F:1][C:2]1[CH:7]=[CH:6][CH:5]=[CH:4][C:3]=1[CH2:8][C:9]([C:11]1[CH:16]=[CH:15][N:14]=[CH:13][CH:12]=1)=O.Cl.O([NH2:20])C>FC(F)(F)C(O)=O.[Pd]>[F:1][C:2]1[CH:7]=[CH:6][CH:5]=[CH:4][C:3]=1[CH2:8][CH:9]([NH2:20])[C:11]1[CH:16]=[CH:15][N:14]=[CH:13][CH:12]=1 |f:1.2|. Reported procedure: The intermediate oxime was prepared from 2-(2-fluoro-phenyl)-1-pyridin-4-yl-ethanone (crude) and methoxylamine hydrochloride (6.50 g, 77.83 mmol) according to the protocol described in general procedure B. The oxime was then dissolved in trifluoroacetic acid (30.00 mL) and Pd/C (0.80 g) was added. The reaction mixture was hydrogenated under 50 psi for 14 hours, then filtered and concentrated. The residue was basified with 5M sodium hydroxide and extracted with methylene chloride. The combined or...